This data is from the Open Reaction Database (ORD), a public repository of structured organic reaction records. The task is: describe an organic reaction: reactants, conditions, products, and yield Run at time 3 hour. Run in C(C)(=O)OCC (ethyl acetate), C(C)O (ethanol). Product: CNCC1=NN(C(=C1)N(C(C)=O)C1=CC=CC=C1)C1=CC=CC=C1 (N-{3-[(methylamino)methyl]-1-phenyl-1H-pyrazol-5-yl}-N-phenylacetamide). Reported procedure: tert-Butyl({5-[acetyl(phenyl)amino]-1-phenyl-1H-pyrazol-3-yl}methyl)methylcarbamate (83 mg) was dissolved in ethyl acetate (2 mL) and ethanol (1 mL), a 4 mol/L hydrogen chloride-ethyl acetate solution (3 mL) was added, and the mixture was stirred at room temperature for 3 hr. The reaction mixture was concentrated under reduced pressure, saturated aqueous sodium hydrogen carbonate solution was added to the residue, and the mixture was extracted with ethyl acetate. The extract was washed with satu... Reactants: C(C)(C)(C)OC(N(C)CC1=NN(C(=C1)N(C1=CC=CC=C1)C(C)=O)C1=CC=CC=C1)=O (tert-Butyl({5-[acetyl(phenyl)amino]-1-phenyl-1H-pyrazol-3-yl}methyl)methylcarbamate), C(C)(=O)OCC.Cl (hydrogen chloride-ethyl acetate). RXN SMILES: C(O[C:6](=O)[N:7]([CH2:9][C:10]1[CH:14]=[C:13]([N:15]([C:22](=[O:24])[CH3:23])[C:16]2[CH:21]=[CH:20][CH:19]=[CH:18][CH:17]=2)[N:12]([C:25]2[CH:30]=[CH:29][CH:28]=[CH:27][CH:26]=2)[N:11]=1)C)(C)(C)C.C(OCC)(=O)C.Cl>C(OCC)(=O)C.C(O)C>[CH3:6][NH:7][CH2:9][C:10]1[CH:14]=[C:13]([N:15]([C:16]2[CH:17]=[CH:18][CH:19]=[CH:20][CH:21]=2)[C:22](=[O:24])[CH3:23])[N:12]([C:25]2[CH:30]=[CH:29][CH:28]=[CH:27][CH:26]=2)[N:11]=1 |f:1.2|. The yield is 50.6%. The reactants are C(=O)(N1C=NC=C1)N1C=NC=C1 (1,1′-carbonyldiimidazole), NC1=C(C=C(OC2=CC(=NC=C2)C(=O)NC)C=C1)F (4-(4-amino-3-fluorophenoxy)-N-methylpyridine-2-carboxamide), CN1N=CC2=CC(=CC=C12)N (1-methyl-5-aminoindazole). Solvent: C1=CC=CC=C1 (benzene), C(Cl)Cl (CH2Cl2). Run at time 16 hour. Yields the product FC=1C=C(OC2=CC(=NC=C2)C(=O)NC)C=CC1NC(=O)NC=1C=C2C=NN(C2=CC1)C (4-[3-fluoro-4-({[(1-methyl-1H-indazol-5-yl)amino]carbonyl}amino)phenoxy]-N-methylpyridine-2-carboxamide). Yield: 26.7%. As a reaction SMILES: [C:1]([N:8]1[CH:12]=[CH:11]N=C1)([N:3]1[CH:7]=[CH:6]N=C1)=[O:2].NC1C=[CH:29][C:17]([O:18][C:19]2[CH:24]=[CH:23][N:22]=[C:21]([C:25]([NH:27][CH3:28])=[O:26])[CH:20]=2)=[CH:16][C:15]=1[F:31].[CH3:32][N:33]1[C:41]2[C:36](=CC(N)=[CH:39][CH:40]=2)[CH:35]=[N:34]1>C1C=CC=CC=1.C(Cl)Cl>[F:31][C:15]1[CH:16]=[C:17]([CH:29]=[CH:11][C:12]=1[NH:8][C:1]([NH:3][C:7]1[CH:6]=[C:36]2[C:41](=[CH:40][CH:39]=1)[N:33]([CH3:32])[N:34]=[CH:35]2)=[O:2])[O:18][C:19]1[CH:24]=[CH:23][N:22]=[C:21]([C:25]([NH:27][CH3:28])=[O:26])[CH:20]=1. Procedure: To a solution of 1,1′-carbonyldiimidazole (62 mg, 0.38 mmol) in benzene (2 mL) and CH2Cl2 (1 mL) was added 4-(4-amino-3-fluorophenoxy)-N-methylpyridine-2-carboxamide (100 mg, 0.38 mmol). The resulting solution was stirred at room temperature for 16 h, then was treated with 1-methyl-5-aminoindazole (56 mg, 0.38 mmol). The reaction continued to stir at room temperature for 18 h. The mixture was concentrated under reduced pressure and the residue was triturated with Et2O. The solid was collected by... Product: N1(CCCCC1)C1=C(C=CC=C1N)N (2-piperidin-1-yl-benzene-1,3-diamine). Starting materials: [N+](=O)([O-])C1=C(C(=CC=C1)[N+](=O)[O-])N1CCCCC1 (1-(2,6-dinitro-phenyl)-piperidine). Reaction conditions: time 40 hour. Reagents/catalysts: [Pd] (palladium on carbon). Run in C(C)O (ethanol). The yield is 73.4%. RXN SMILES: [N+:1]([C:4]1[CH:9]=[CH:8][CH:7]=[C:6]([N+:10]([O-])=O)[C:5]=1[N:13]1[CH2:18][CH2:17][CH2:16][CH2:15][CH2:14]1)([O-])=O>[Pd].C(O)C>[N:13]1([C:5]2[C:6]([NH2:10])=[CH:7][CH:8]=[CH:9][C:4]=2[NH2:1])[CH2:14][CH2:15][CH2:16][CH2:17][CH2:18]1. Reported procedure: A mixture of 1-(2,6-dinitro-phenyl)-piperidine (2.31 g) and palladium on carbon (10%, 230 mg) in ethanol (80 mL) was stirred under hydrogen atmosphere (1 atm.), at room temperature, for 40 hours. The catalyst was filtered off on a CELITE™ pad. The filtrate was evaporated under reduced pressure and the residue was purified by flash chromatography (hexane/EtOAc, 80/20) to afford 1.29 g of 2-piperidin-1-yl-benzene-1,3-diamine as an orange solid without further purifications. Starting materials: FC1=CC2=C(C(=NO2)C2CCNCC2)C=C1 (6-fluoro-3-(4-piperidinyl)-1,2-benzisoxazole), C(=O)([O-])[O-].[K+].[K+] (K2CO3), ClCCCOC=1C=C2CCCC(C2=CC1OC)=O (6-(3-chloropropoxy)-7-methoxy-1-tetralone), C(C)#N (acetonitrile), O (water). Yields the product FC1=CC2=C(C(=NO2)C2CCN(CC2)CCCOC2C(C3=CC(=CC=C3CC2)OC)=O)C=C1 (3-[4-(6-Fluoro-1,2-benzisoxazol-3-yl)-1-piperidinyl]propoxyl-7-methoxy-1-tetralone). RXN SMILES: [F:1][C:2]1[CH:16]=[CH:15][C:5]2[C:6]([CH:9]3[CH2:14][CH2:13][NH:12][CH2:11][CH2:10]3)=[N:7][O:8][C:4]=2[CH:3]=1.[C:17]([O-])([O-])=[O:18].[K+].[K+].Cl[CH2:24][CH2:25][CH2:26][O:27][C:28]1[CH:29]=[C:30]2[C:35](=[CH:36][C:37]=1OC)[C:34](=O)[CH2:33][CH2:32][CH2:31]2.C(#N)C.[OH2:44]>>[F:1][C:2]1[CH:16]=[CH:15][C:5]2[C:6]([CH:9]3[CH2:10][CH2:11][N:12]([CH2:24][CH2:25][CH2:26][O:27][CH:28]4[CH2:37][CH2:36][C:35]5[C:30](=[CH:31][C:32]([O:18][CH3:17])=[CH:33][CH:34]=5)[C:29]4=[O:44])[CH2:13][CH2:14]3)=[N:7][O:8][C:4]=2[CH:3]=1 |f:1.2.3|. Procedure: A mixture of 6-fluoro-3-(4-piperidinyl)-1,2-benzisoxazole (0.78 g, 3.6 mmol), K2CO3 (0.60 g, 4.1 mmol), KI (100 mg), 6-(3-chloropropoxy)-7-methoxy-1-tetralone (0.87 g, 3.2 mmol), and acetonitrile (50 ml) was stirred at reflux under nitrogen for 17 hours. The cooled reaction was poured into 100 ml of water and the aqueous mixture was extracted with ethyl acetate. The ethyl acetate extract was washed with brine, dried with MgSO4 and concentrated to yield 1.7 g of a brown oil. The oil was purified ... The reactants are N[C@H](CC1=CC=CC=C1)C(=O)O (D-phenylalanine), C(C)=O (acetaldehyde). Product: C(C)N[C@H](CC1=CC=CC=C1)C(=O)O (N-ethyl-D-phenylalanine), benzyloxycarbonyl. As a reaction SMILES: [NH2:1][C@@H:2]([C:10]([OH:12])=[O:11])[CH2:3][C:4]1[CH:9]=[CH:8][CH:7]=[CH:6][CH:5]=1.[CH:13](=O)[CH3:14]>>[CH2:13]([NH:1][C@@H:2]([C:10]([OH:12])=[O:11])[CH2:3][C:4]1[CH:9]=[CH:8][CH:7]=[CH:6][CH:5]=1)[CH3:14]. Reported procedure: According to a further embodiment of the present invention D-phenylalanine is submitted to hydrogenolysis in the presence of acetaldehyde, the resulting N-ethyl-D-phenylalanine is provided with a benzyloxycarbonyl protecting group, its 2,4,5-trichlorophenyl ester is formed, then it is condensed with L-proline. The N-benzyloxycarbonyl-N-ethyl-D-phenylalanyl-L-proline obtained is coupled by the mixed anhydride method to Nω -benzyloxycarbonyl-L-arginine lactam. The protected tripeptide lactam obtai...